From a dataset of the Open Reaction Database (ORD), a public repository of structured organic reaction records. describe an organic reaction: reactants, conditions, products, and yield The reactants are CN(C)CCCCl, N#CSc1cnc(NC(=O)N(C2CCCCC2)C2CCCCC2)s1, OC(CS)C(O)CS. The product is CN(C)CCCSc1cnc(NC(=O)N(C2CCCCC2)C2CCCCC2)s1. As a reaction SMILES: [CH3:33][N:34]([CH2:35][CH2:36][CH2:37][Cl:38])[CH3:39].[CH:1]1([N:7]([C:8](=[O:9])[NH:10][c:11]2[s:12][c:13]([S:16][C:17]#[N:18])[cH:14][n:15]2)[CH:19]2[CH2:20][CH2:21][CH2:22][CH2:23][CH2:24]2)[CH2:2][CH2:3][CH2:4][CH2:5][CH2:6]1.[SH:25][CH2:26][CH:27]([CH:28]([CH2:29][SH:30])[OH:31])[OH:32]>>[CH:1]1([N:7]([C:8](=[O:9])[NH:10][c:11]2[s:12][c:13]([S:16][CH2:37][CH2:36][CH2:35][N:34]([CH3:33])[CH3:39])[cH:14][n:15]2)[CH:19]2[CH2:20][CH2:21][CH2:22][CH2:23][CH2:24]2)[CH2:2][CH2:3][CH2:4][CH2:5][CH2:6]1. Starting materials: 100(H), O=C([C@H](O)[C@@H](O)[C@H](O)[C@H](O)C(=O)[O-])O.[K+] (monopotassium D-glucarate), [K] (potassium). The solvent is O (water), O (water). Conditions: time 3 hour. Product: O=C([C@H](O)[C@@H]1[C@H](O)[C@H](O)C(=O)O1)O (D-glucaro-6,3-lactone). Isolated yield 63.3%. As a reaction SMILES: [O:1]=[C:2]([OH:14])[C@@H:3]([C@H:5]([C@@H:7]([C@@H:9]([C:11]([O-:13])=[O:12])[OH:10])O)[OH:6])[OH:4].[K+].[K]>O>[O:12]=[C:11]([OH:13])[C@@H:9]([C@H:7]1[O:14][C:2](=[O:1])[C@@H:3]([OH:4])[C@H:5]1[OH:6])[OH:10] |f:0.1,^1:15|. Procedure details: Acid form cation exchange resin (20 mL, 40 meq. of total exchange capacity, Rexyn 100(H), Fisher) that had been prewashed with deionized water was added to a mixture of monopotassium D-glucarate (10.00 g, 39.89 mmol, Sigma) and deionized water (100 mL). The potassium salt dissolved within 10 min, the mixture was stirred for 3 h and the resin was removed by filtration and washed with deionized water (3×10 mL). The resin was left aside for regeneration to its acid form and the filtrate was concent... Reactants: ice water, [Cl-].[Al+3].[Cl-].[Cl-] (aluminum chloride), FC1=CC=C(C(=O)Cl)C=C1 (p-fluorobenzoyl chloride). Solvent: C1(=CC=CC=C1)C (Toluene), C1(=CC=CC=C1)C (toluene), C1(=CC=CC=C1)C (toluene). Conditions: time 20 hour. Yields the product FC1=CC=C(C(=O)C2=CC=C(C=C2)C)C=C1 (4-fluoro-4'-methylbenzophenone). Yield: 148.0%. RXN SMILES: [Cl-].[Al+3].[Cl-].[Cl-].[F:5][C:6]1[CH:14]=[CH:13][C:9]([C:10](Cl)=[O:11])=[CH:8][CH:7]=1>C1(C)C=CC=CC=1>[F:5][C:6]1[CH:14]=[CH:13][C:9]([C:10]([C:6]2[CH:14]=[CH:13][C:9]([CH3:10])=[CH:8][CH:7]=2)=[O:11])=[CH:8][CH:7]=1 |f:0.1.2.3|. Procedure details: Into a toluene suspension (200 ml) of aluminum chloride (26 g), a toluene solution (50 ml) of p-fluorobenzoyl chloride (16 g) was dropwise added at a room temperature. Subsequently, the mixture was stirred for 20 hours at a room temperature, and then carefully poured into ice-water. Toluene (200 ml) was added thereto, and then the organic layer was separated, and washed successively with aqueous 2N hydrochloric acid solution, water and aqueous saturated sodium chloride solution, followed by dryi... Reactants: CN(CC(=O)O)Cc1noc(C(CCCC2CCCCC2)CC(=O)OC(C)(C)C)n1, CN. Product: CNC(=O)CN(C)Cc1noc(C(CCCC2CCCCC2)CC(=O)OC(C)(C)C)n1. Reaction SMILES: [C:1]([CH3:2])([CH3:3])([CH3:4])[O:5][C:6]([CH2:7][CH:8]([CH2:9][CH2:10][CH2:11][CH:12]1[CH2:13][CH2:14][CH2:15][CH2:16][CH2:17]1)[c:18]1[n:19][c:20]([CH2:23][N:24]([CH3:25])[CH2:26][C:27](=[O:28])[OH:29])[n:21][o:22]1)=[O:30].[CH3:31][NH2:32]>>[C:1]([CH3:2])([CH3:3])([CH3:4])[O:5][C:6]([CH2:7][CH:8]([CH2:9][CH2:10][CH2:11][CH:12]1[CH2:13][CH2:14][CH2:15][CH2:16][CH2:17]1)[c:18]1[n:19][c:20]([CH2:23][N:24]([CH3:25])[CH2:26][C:27](=[O:29])[NH:32][CH3:31])[n:21][o:22]1)=[O:30]. Yields the product FC1=C(C=CC(=C1)C(CCC(=O)O)=NO)C1=CC=CC=C1 (4-(2-Fluoro-biphenyl-4-yl)-4-hydroxyimino-butyric acid). Reactants: FC=1C=C(C=CC1C(CCC(=O)O)=NO)C1=CC=CC=C1 (4-(3-Fluoro-biphenyl-4-yl)-4-hydroxyimino-butyric acid), ClC1=CC=C(C=C1)C1=C(C=C(C=C1)C(CCC(=O)O)=NO)F (4-(4′-Chloro-2-fluoro-biphenyl-4-yl)-4-hydroxyimino-butyric acid), ClC1=CC=C(C=C1)C1=CC(=C(C=C1)C(CCC(=O)O)=NO)F (4-(4′-Chloro-3-fluoro-biphenyl-4-yl)-4-hydroxyimino-butyric acid). Procedure: 4-(3-Fluoro-biphenyl-4-yl)-4-hydroxyimino-butyric acid; 4-(4′-Chloro-2-fluoro-biphenyl-4-yl)-4-hydroxyimino-butyric acid; and 4-(4′-Chloro-3-fluoro-biphenyl-4-yl)-4-hydroxyimino-butyric acid. As a reaction SMILES: FC1C=C(C2C=CC=CC=2)C=CC=1C(=NO)CCC(O)=O.Cl[C:23]1[CH:28]=[CH:27][C:26]([C:29]2[CH:34]=[CH:33][C:32]([C:35](=[N:41][OH:42])[CH2:36][CH2:37][C:38]([OH:40])=[O:39])=[CH:31][C:30]=2[F:43])=[CH:25][CH:24]=1.ClC1C=CC(C2C=CC(C(=NO)CCC(O)=O)=C(F)C=2)=CC=1>>[F:43][C:30]1[CH:31]=[C:32]([C:35](=[N:41][OH:42])[CH2:36][CH2:37][C:38]([OH:40])=[O:39])[CH:33]=[CH:34][C:29]=1[C:26]1[CH:27]=[CH:28][CH:23]=[CH:24][CH:25]=1. Reactants: [N+](=O)([O-])C=1C=C(C=CC1)S(=O)(=O)[O-].[Na+] (sodium m-nitrobenzenesulfonate), [Cl-].C[N+](CCNC(C1=CC=CC=C1)=O)(C)CC1=CC=CC=C1 (N,N-dimethyl-N-(2-benzoylaminoethyl)benzylammonium chloride). Solvent: O (water), O (water). The product is [N+](=O)([O-])C=1C=C(C=CC1)S(=O)(=O)[O-].C[N+](CCNC(C1=CC=CC=C1)=O)(C)CC1=CC=CC=C1 (N,N-Dimethyl-N-(2-benzoylaminoethyl)benzylammonium m-Nitrobenzenesulfonate). As a reaction SMILES: [N+:1]([C:4]1[CH:5]=[C:6]([S:10]([O-:13])(=[O:12])=[O:11])[CH:7]=[CH:8][CH:9]=1)([O-:3])=[O:2].[Na+].[Cl-].[CH3:16][N+:17]([CH2:30][C:31]1[CH:36]=[CH:35][CH:34]=[CH:33][CH:32]=1)([CH3:29])[CH2:18][CH2:19][NH:20][C:21](=[O:28])[C:22]1[CH:27]=[CH:26][CH:25]=[CH:24][CH:23]=1>O>[N+:1]([C:4]1[CH:5]=[C:6]([S:10]([O-:13])(=[O:11])=[O:12])[CH:7]=[CH:8][CH:9]=1)([O-:3])=[O:2].[CH3:29][N+:17]([CH2:30][C:31]1[CH:32]=[CH:33][CH:34]=[CH:35][CH:36]=1)([CH3:16])[CH2:18][CH2:19][NH:20][C:21](=[O:28])[C:22]1[CH:27]=[CH:26][CH:25]=[CH:24][CH:23]=1 |f:0.1,2.3,5.6|. Procedure: A solution of 11.26 grams (0.05 mol) of sodium m-nitrobenzenesulfonate in 50 milliters of water was added to a solution of 15.94 grams (0.05 mol) of the N,N-dimethyl-N-(2-benzoylaminoethyl)benzylammonium chloride, prepared as described in Example 2, in 50 milliters of water. An oily precipitate formed. The water layer was decanted and the oil was rinsed with water, dissolved in methylene chloride, dried over magnesium sulfate and concentrated to a viscous oil. The oil was treated with ligroine (... Reaction SMILES: C(OC(N1CCNCC1)=O)C.[ClH:12].COC1C=CC(C=O)=CC=1.[C-]#N.[Na+].[C:26]([CH:28]([N:37]1[CH2:42][CH2:41][N:40]([C:43]([O:45][CH2:46][CH3:47])=[O:44])[CH2:39][CH2:38]1)[C:29]1[CH:34]=[CH:33][C:32]([O:35][CH3:36])=[CH:31][CH:30]=1)#[N:27]>C1C=CC=CC=1.O.CO>[ClH:12].[C:26]([CH:28]([N:37]1[CH2:42][CH2:41][N:40]([C:43]([O:45][CH2:46][CH3:47])=[O:44])[CH2:39][CH2:38]1)[C:29]1[CH:30]=[CH:31][C:32]([O:35][CH3:36])=[CH:33][CH:34]=1)#[N:27] |f:3.4,9.10|. Product: Cl.C(#N)C(C1=CC=C(C=C1)OC)N1CCN(CC1)C(=O)OCC (N-(α-cyano-4-methoxybenzyl)-N'-ethoxycarbonylpiperazine hydrochloride). Solvent: O (water), O (water), CO (methanol), C1=CC=CC=C1 (benzene). Reported procedure: To the mixture of 12.8 g. of N-ethoxycarbonylpiperazine, 13 ml. of water and 7.1 ml. of 35 % hydrochloric acid was added dropwise 10 g. of 4-methoxybenzaldehyde in 40 ml. of methanol at 5° to 10°C. over a period of 5 minutes, and then 3.96 g. of sodium cyanide in 10 ml. of water was added thereto dropwise with stirring at the same temperature over a period of about 30 minutes. The resulting mixture was stirred at 40°C. for 2 hours, and a completion of the reaction was confirmed by means of Thin-... Run at time 30 minute. Starting materials: C(C)OC(=O)N1CCNCC1 (N-ethoxycarbonylpiperazine), C(#N)C(C1=CC=C(C=C1)OC)N1CCN(CC1)C(=O)OCC (N-(α-cyano-4-methoxybenzyl)-N'-ethoxycarbonylpiperazine), [C-]#N.[Na+] (sodium cyanide), Cl (hydrochloric acid), COC1=CC=C(C=O)C=C1 (4-methoxybenzaldehyde), Cl (hydrochloric acid). Starting materials: N1CCC(CC1)NC(=O)N1C(=N[C@@]([C@@]1(C)C1=CC=C(C=C1)Cl)(C)C1=CC=C(C=C1)Cl)C=1C=NC(=CC1OCC)C(C)(C)C ((4S,5R)-2-(6-tert-butyl-4-ethoxy-pyridin-3-yl)-4,5-bis-(4-chloro-phenyl)-4,5-dimethyl-4,5-dihydro-imidazole-1-carboxylic acid piperidin-4-yl amide), CS(=O)(=O)Cl (methanesulfonyl chloride). The solvent is ClCCl (dichloromethane), ClCCl (dichloromethane). Run at time 1 hour. Product: CS(=O)(=O)N1CCC(CC1)NC(=O)N1C(=N[C@@]([C@@]1(C)C1=CC=C(C=C1)Cl)(C)C1=CC=C(C=C1)Cl)C=1C=NC(=CC1OCC)C(C)(C)C ((4S,5R)-2-(6-tert-Butyl-4-ethoxy-pyridin-3-yl)-4,5-bis-(4-chloro-phenyl)-4,5-dimethyl-4,5-dihydro-imidazole-1-carboxylic acid (1-methanesulfonyl-piperidin-4-yl)-amide). Yield: 93.3%. As a reaction SMILES: [NH:1]1[CH2:6][CH2:5][CH:4]([NH:7][C:8]([N:10]2[C@@:14]([C:16]3[CH:21]=[CH:20][C:19]([Cl:22])=[CH:18][CH:17]=3)([CH3:15])[C@@:13]([C:24]3[CH:29]=[CH:28][C:27]([Cl:30])=[CH:26][CH:25]=3)([CH3:23])[N:12]=[C:11]2[C:31]2[CH:32]=[N:33][C:34]([C:40]([CH3:43])([CH3:42])[CH3:41])=[CH:35][C:36]=2[O:37][CH2:38][CH3:39])=[O:9])[CH2:3][CH2:2]1.[CH3:44][S:45](Cl)(=[O:47])=[O:46]>ClCCl>[CH3:44][S:45]([N:1]1[CH2:2][CH2:3][CH:4]([NH:7][C:8]([N:10]2[C@@:14]([C:16]3[CH:21]=[CH:20][C:19]([Cl:22])=[CH:18][CH:17]=3)([CH3:15])[C@@:13]([C:24]3[CH:29]=[CH:28][C:27]([Cl:30])=[CH:26][CH:25]=3)([CH3:23])[N:12]=[C:11]2[C:31]2[CH:32]=[N:33][C:34]([C:40]([CH3:42])([CH3:41])[CH3:43])=[CH:35][C:36]=2[O:37][CH2:38][CH3:39])=[O:9])[CH2:5][CH2:6]1)(=[O:47])=[O:46]. Procedure details: (4S,5R)-2-(6-tert-butyl-4-ethoxy-pyridin-3-yl)-4,5-bis-(4-chloro-phenyl)-4,5-dimethyl-4,5-dihydro-imidazole-1-carboxylic acid piperidin-4-yl amide (56.5 mg, 0.091 mmole) in dichloromethane (6 mL) was treated with methanesulfonyl chloride (26.0 mg, 0.226 mmole, Aldrich) at 0° C. and allowed to stir for 1 h before diluted with dichloromethane (60 mL), washed with aqueous sodium carbonate (15 mL), water (15 mL) and concentrated. The residue was purified by flash column chromatography (silica gel, e... Reactants: Cl.FC=1C=C(C=CC1)C1(CNCCC1)O (3-(3-fluorophenyl)-3-piperidinol hydrochloride), Cl (hydrochloric acid). The product is FC=1C=C(C=CC1)C1=CCCNC1 (5-(3-fluorophenyl)-1,2,3,6-tetrahydropyridine), intermediate 85. Isolated yield 96.0%. RXN SMILES: Cl.[F:2][C:3]1[CH:4]=[C:5]([C:9]2(O)[CH2:14][CH2:13][CH2:12][NH:11][CH2:10]2)[CH:6]=[CH:7][CH:8]=1.Cl>>[F:2][C:3]1[CH:4]=[C:5]([C:9]2[CH2:10][NH:11][CH2:12][CH2:13][CH:14]=2)[CH:6]=[CH:7][CH:8]=1 |f:0.1|. Procedure: A mixture of 3 parts of 3-(3-fluorophenyl)-3-piperidinol hydrochloride and 100 parts of a hydrochloric acid solution 6 N was stirred and refluxed for 3 hours. The reaction mixture was evaporated. The residue was taken up in water and ammonium hydroxide. The product was extracted with trichloromethane. The extract was washed with water, dried, filtered and evaporated, yielding 2.2 parts (96%) of 5-(3-fluorophenyl)-1,2,3,6-tetrahydropyridine as a residue (intermediate 85). Reactants: NCC(=O)N(C1=CC=CC=C1)CC(=O)N(C1=CC=CC=C1)C(C)C (2-(2-amino-N-phenylacetamido)-N-isopropyl-N-phenylacetamide), CC=1C=C(C=CC1)N=C=O (3-methylphenyl isocyanate). Product: C(C)(C)N(C(CN(C(CNC(=O)NC1=CC(=CC=C1)C)=O)C1=CC=CC=C1)=O)C1=CC=CC=C1 (N-isopropyl 2-{2-[3-(3-methylphenyl)ureido]-N-phenylacetamido}-N-phenylacetamide). Yield: 36.3%. Reaction SMILES: [NH2:1][CH2:2][C:3]([N:5]([CH2:12][C:13]([N:15]([CH:22]([CH3:24])[CH3:23])[C:16]1[CH:21]=[CH:20][CH:19]=[CH:18][CH:17]=1)=[O:14])[C:6]1[CH:11]=[CH:10][CH:9]=[CH:8][CH:7]=1)=[O:4].[CH3:25][C:26]1[CH:27]=[C:28]([N:32]=[C:33]=[O:34])[CH:29]=[CH:30][CH:31]=1>>[CH:22]([N:15]([C:16]1[CH:21]=[CH:20][CH:19]=[CH:18][CH:17]=1)[C:13](=[O:14])[CH2:12][N:5]([C:6]1[CH:11]=[CH:10][CH:9]=[CH:8][CH:7]=1)[C:3](=[O:4])[CH2:2][NH:1][C:33]([NH:32][C:28]1[CH:29]=[CH:30][CH:31]=[C:26]([CH3:25])[CH:27]=1)=[O:34])([CH3:24])[CH3:23]. Procedure: The procedure is analogous to that described in Example 81, but 0.6 g of 2-(2-amino-N-phenylacetamido)-N-isopropyl-N-phenylacetamide and 0.24 g of 3-methylphenyl isocyanate are used as the starting material. The crude product obtained is purified by chromatography on 30 g of silica (0.065-0.200 mm) contained in a column 1.5 cm in diameter [eluent: dichloromethane/ethyl acetate (80/20 by volume)], collecting 20 cm3 fractions. Fractions 6 to 10 are combined and concentrated to dryness under reduce...